This data is from the Open Reaction Database (ORD), a public repository of structured organic reaction records. The task is: describe an organic reaction: reactants, conditions, products, and yield The reactants are O=C([O-])[O-], CN(C)C=O, CCOC(C)=O, ClCc1nnc(-c2ccc3c(c2)CCO3)o1, Fc1cccc(S)c1, [K+], [K+]. Yields the product Fc1cccc(SCc2nnc(-c3ccc4c(c3)CCO4)o2)c1. As a reaction SMILES: [C:25](=[O:26])([O-:27])[O-:28].[CH3:31][N:32]([CH3:33])[CH:34]=[O:35].[CH3:36][CH2:37][O:38][C:39](=[O:40])[CH3:41].[Cl:1][CH2:2][c:3]1[o:4][c:5](-[c:8]2[cH:9][cH:10][c:11]3[c:12]([cH:16]2)[CH2:13][CH2:14][O:15]3)[n:6][n:7]1.[F:17][c:18]1[cH:19][c:20]([SH:24])[cH:21][cH:22][cH:23]1.[K+:29].[K+:30]>>[CH2:2]([c:3]1[o:4][c:5](-[c:8]2[cH:9][cH:10][c:11]3[c:12]([cH:16]2)[CH2:13][CH2:14][O:15]3)[n:6][n:7]1)[S:24][c:20]1[cH:19][c:18]([F:17])[cH:23][cH:22][cH:21]1. Reactants: O.NN (hydrazine hydrate), ClC1=C(C=C(C=C1)C(C(=O)O)C)[N+](=O)[O-] (2-(4-chloro-3-nitrophenyl) propionic acid), O.NN (hydrazine hydrate). Reagents/catalysts: [Pd] (palladium-on-charcoal), [Pd] (palladium-on-charcoal). Solvent: C(C)O (ethanol). Conditions: time 1 hour. The product is NC=1C=C(C=CC1)C(C(=O)O)C (2-(m-aminophenyl)propionic acid). Yield: 90.7%. As a reaction SMILES: Cl[C:2]1[CH:7]=[CH:6][C:5]([CH:8]([CH3:12])[C:9]([OH:11])=[O:10])=[CH:4][C:3]=1[N+:13]([O-])=O.O.NN>C(O)C.[Pd]>[NH2:13][C:3]1[CH:4]=[C:5]([CH:8]([CH3:12])[C:9]([OH:11])=[O:10])[CH:6]=[CH:7][CH:2]=1 |f:1.2|. Procedure details: To a mixture of 4.6 g of 2-(4-chloro-3-nitrophenyl) propionic acid and 250 mg of 10% palladium-on-charcoal in 50 ml of ethanol, was added dropwise 2.5 g of hydrazine hydrate under a stream of nitrogen. After the completion of the addition, the mixture was stirred at room temperature for one hour and then refluxed for 6 hours. The resulting mixture was cooled to room temperature, mixed with 250 mg of 10% palladium-on-charcoal and 2.5 g of hydrazine hydrate, and refluxed for 6 hours. After filtrat... The reactants are Cl.NO (Hydroxylamine hydrochloride), FC1=C(C=C2CC3(C(NC(NC3=O)=O)=O)[C@@H]3N(C2=C1F)C[C@H](O[C@H]3C)C)C(=O)C3=CC=CC=C3 ((2R,4S,4aS)-rel-9,10-difluoro-2,4-dimethyl-8-(phenylcarbonyl)-1,2,4,4a-tetrahydro-2′H,6H-spiro[1,4-oxazino[4,3-a]quinoline-5,5′-pyrimidine]-2′,4′,6′(1′H,3′H)-trione), FC1=C(C=C2CC3(C(NC(NC3=O)=O)=O)[C@@H]3N(C2=C1F)C[C@H](O[C@H]3C)C)C(=O)C3=CC=CC=C3 ((2R,4S,4aS)-rel-9,10-difluoro-2,4-dimethyl-8-(phenylcarbonyl)-1,2,4,4a-tetrahydro-2′H,6H-spiro[1,4-oxazino[4,3-a]quinoline-5,5′-pyrimidine]-2′,4′,6′(1′H,3′H)-trione). The solvent is CO.N1=CC=CC=C1 (methanol pyridine). Run at temperature 90 celsius. The product is FC1=C(C=C2CC3(C(NC(NC3=O)=O)=O)[C@@H]3N(C2=C1F)C[C@H](O[C@H]3C)C)/C(/C3=CC=CC=C3)=N/O ((2R,4S,4aS)-rel-9,10-difluoro-8-[(E)-(hydroxyimino)(phenyl)methyl]-2,4-dimethyl-1,2,4,4a-tetrahydro-2′H,6H-spiro[1,4-oxazino[4,3-a]quinoline-5,5′-pyrimidine]-2′,4′,6′(1′H,3′H)-trione). RXN SMILES: Cl.[NH2:2][OH:3].[F:4][C:5]1[C:22]([F:23])=[C:21]2[C:8]([CH2:9][C:10]3([C@H:19]4[C@H:27]([CH3:28])[O:26][C@H:25]([CH3:29])[CH2:24][N:20]42)[C:15](=[O:16])[NH:14][C:13](=[O:17])[NH:12][C:11]3=[O:18])=[CH:7][C:6]=1[C:30]([C:32]1[CH:37]=[CH:36][CH:35]=[CH:34][CH:33]=1)=O>CO.N1C=CC=CC=1>[F:4][C:5]1[C:22]([F:23])=[C:21]2[C:8]([CH2:9][C:10]3([C@H:19]4[C@H:27]([CH3:28])[O:26][C@H:25]([CH3:29])[CH2:24][N:20]42)[C:15](=[O:16])[NH:14][C:13](=[O:17])[NH:12][C:11]3=[O:18])=[CH:7][C:6]=1/[C:30](=[N:2]/[OH:3])/[C:32]1[CH:37]=[CH:36][CH:35]=[CH:34][CH:33]=1 |f:0.1,3.4|. Procedure details: Hydroxylamine hydrochloride (77 mg, 0.001 mmol) was added to a solution of (2R,4S,4aS)-rel-9,10-difluoro-2,4-dimethyl-8-(phenylcarbonyl)-1,2,4,4a-tetrahydro-2′H,6H-spiro[1,4-oxazino[4,3-a]quinoline-5,5′-pyrimidine]-2′,4′,6′(1′H,3′H)-trione (Intermediate 13, 280 mg, 0.6 mmol) in methanol:pyridine (1:1, 3 mL) and the solution was heated to 90° C. for 12 hours. Solvents were removed and the residue was subjected to silica gel column chromatography using a gradient of ethyl acetate in pet. ether to ... Reaction SMILES: [C:1]([Si:2]([c:3]1[cH:4][cH:5][cH:51][cH:52][cH:53]1)([O:6][c:7]1[cH:8][cH:9][c:10]([O:11][CH2:12][CH:13]([CH2:14][NH:15][CH2:16][CH2:17][c:18]2[cH:19][cH:20][c:21]([NH:22][CH:23]3[CH2:24][CH2:25][N:26]([C:29](=[O:30])[NH:31][CH2:32][CH:33]([c:34]4[cH:35][cH:36][cH:37][cH:38][cH:39]4)[c:40]4[cH:41][cH:42][cH:43][cH:44][cH:45]4)[CH2:27][CH2:28]3)[cH:46][cH:47]2)[OH:48])[cH:49][cH:50]1)[c:54]1[cH:55][cH:56][cH:57][cH:58][cH:59]1)([CH3:60])([CH3:61])[CH3:62].[CH3:63][OH:64].[CH:65]([Cl:66])([Cl:67])[Cl:68]>>[OH:6][c:7]1[cH:8][cH:9][c:10]([O:11][CH2:12][CH:13]([CH2:14][NH:15][CH2:16][CH2:17][c:18]2[cH:19][cH:20][c:21]([NH:22][CH:23]3[CH2:24][CH2:25][N:26]([C:29](=[O:30])[NH:31][CH2:32][CH:33]([c:34]4[cH:35][cH:36][cH:37][cH:38][cH:39]4)[c:40]4[cH:41][cH:42][cH:43][cH:44][cH:45]4)[CH2:27][CH2:28]3)[cH:46][cH:47]2)[OH:48])[cH:49][cH:50]1. The product is O=C(NCC(c1ccccc1)c1ccccc1)N1CCC(Nc2ccc(CCNCC(O)COc3ccc(O)cc3)cc2)CC1. The reactants are CC(C)(C)[Si](Oc1ccc(OCC(O)CNCCc2ccc(NC3CCN(C(=O)NCC(c4ccccc4)c4ccccc4)CC3)cc2)cc1)(c1ccccc1)c1ccccc1, CO, ClC(Cl)Cl. Reactants: NC1=C2N=C(N(C2=NC(=N1)OCCCC)CCCC1N(CCCC1)C(=O)OCC1=CC=CC=C1)OC (Phenylmethyl 2-{3-[6-amino-2-(butyloxy)-8-(methyloxy)-9H-purin-9-yl]propyl}-1-piperidinecarboxylate), FC(C(=O)O)(F)F.C(CCC)OC1=NC(=C2N=C(NC2=N1)OC)N (2-(butyloxy)-8-(methyloxy)-9H-purin-6-amine trifluoroacetate), BrCCCC1CCN(CC1)C(=O)OCC1=CC=CC=C1 (phenylmethyl 4-(3-bromopropyl)-1-piperidinecarboxylate). The product is NC1=C2N=C(N(C2=NC(=N1)OCCCC)CCCC1CCN(CC1)C(=O)OCC1=CC=CC=C1)OC (Phenylmethyl 4-{3-[6-amino-2-(butyloxy)-8-(methyloxy)-9H-purin-9-yl]propyl}-1-piperidinecarboxylate). As a reaction SMILES: [NH2:1][C:2]1[N:10]=[C:9]([O:11][CH2:12][CH2:13][CH2:14][CH3:15])[N:8]=[C:7]2[C:3]=1[N:4]=[C:5]([O:35][CH3:36])[N:6]2[CH2:16][CH2:17][CH2:18][CH:19]1[CH2:24][CH2:23]CCN1C(OCC1C=CC=CC=1)=O.FC(F)(F)C(O)=O.C(OC1N=C2C(N=C(OC)N2)=C(N)N=1)CCC.BrCCCC1CC[N:68]([C:71]([O:73][CH2:74][C:75]2[CH:80]=[CH:79][CH:78]=[CH:77][CH:76]=2)=[O:72])[CH2:67][CH2:66]1>>[NH2:1][C:2]1[N:10]=[C:9]([O:11][CH2:12][CH2:13][CH2:14][CH3:15])[N:8]=[C:7]2[C:3]=1[N:4]=[C:5]([O:35][CH3:36])[N:6]2[CH2:16][CH2:17][CH2:18][CH:19]1[CH2:24][CH2:23][N:68]([C:71]([O:73][CH2:74][C:75]2[CH:80]=[CH:79][CH:78]=[CH:77][CH:76]=2)=[O:72])[CH2:67][CH2:66]1 |f:1.2|. Reported procedure: Prepared similarly to Intermediate 31 from 2-(butyloxy)-8-(methyloxy)-9H-purin-6-amine trifluoroacetate and phenylmethyl 4-(3-bromopropyl)-1-piperidinecarboxylate. LCMS (System D): tRET=3.39 min; MH+ 497 Starting materials: C(C1=CC=CC=C1)OCC1=NC(=CC=C1Cl)Cl (2-(benzyloxymethyl)-3,6-dichloropyridine), O.NN (hydrazine hydrate). Reaction conditions: temperature 120 celsius. Yields the product C(C1=CC=CC=C1)OCC1=NC(=CC=C1Cl)NN (2-(benzyloxymethyl)-3-chloro-6-hydrazinylpyridine). Reaction SMILES: [CH2:1]([O:8][CH2:9][C:10]1[C:15]([Cl:16])=[CH:14][CH:13]=[C:12](Cl)[N:11]=1)[C:2]1[CH:7]=[CH:6][CH:5]=[CH:4][CH:3]=1.O.[NH2:19][NH2:20]>>[CH2:1]([O:8][CH2:9][C:10]1[C:15]([Cl:16])=[CH:14][CH:13]=[C:12]([NH:19][NH2:20])[N:11]=1)[C:2]1[CH:7]=[CH:6][CH:5]=[CH:4][CH:3]=1 |f:1.2|. Procedure details: A sealable flask is charged with 2-(benzyloxymethyl)-3,6-dichloropyridine as prepated in Step 2 (950 mg, 3.5 mmol), hydrazine hydrate (1 mL) is added, and the reaction is heated to 120° C. overnight. After cooling the solids are collected by filtration to provide 2-(benzyloxymethyl)-3-chloro-6-hydrazinylpyridine. Starting materials: ClC1=CC=NC2=CC(=CC=C12)Cl (4,7-dichloroquinoline), NCC(C)O (1-amino-2-propanol), ClCCl (dichloromethane). The solvent is O (water), C(CCC)O (butanol). The product is ClC1=CC=C2C(=CC=NC2=C1)NCC(C)O (7-Chloro-N-(2-hydroxypropyl)-4-quinolinamine). RXN SMILES: Cl[C:2]1[C:11]2[C:6](=[CH:7][C:8]([Cl:12])=[CH:9][CH:10]=2)[N:5]=[CH:4][CH:3]=1.[NH2:13][CH2:14][CH:15]([OH:17])[CH3:16].ClCCl>C(O)CCC.O>[Cl:12][C:8]1[CH:7]=[C:6]2[C:11]([C:2]([NH:13][CH2:14][CH:15]([OH:17])[CH3:16])=[CH:3][CH:4]=[N:5]2)=[CH:10][CH:9]=1. Procedure: A mixture of 20 g of 4,7-dichloroquinoline and 16 g of 1-amino-2-propanol in 60 ml of butanol was stirred at reflux until the reaction was complete (6 hours). The reaction mixture was cooled down to room temperature and diluted with water. The organics were exracted into dichloromethane (3×300 ml). Drying over anhydrous magnesium sulfate and evaporation of solvents resulted in an oil which crystallized upon standing. The crystals were isolated by filtration and washed with ether to yield a solid... Reactants: N1=CC(=CC=C1)C(=O)NCCCCC1=CC=C(C=C1)C=1C=CC(NN1)=O (6-[4-(4-(pyridin-3-ylcarbonylamino)butyl)phenyl]pyridazin-3(2H)-one), Cl.C(C)O (hydrochloric acid ethanol). Run in C(C)O (ethanol). The product is Cl.N1=CC(=CC=C1)C(=O)NCCCCC1=CC=C(C=C1)C=1C=CC(NN1)=O (6-[4-(4-(pyridin-3-ylcarbonylamino)butyl)phenyl]pyridazin-3(2H)-one hydrochloride). Reaction SMILES: [N:1]1[CH:6]=[CH:5][CH:4]=[C:3]([C:7]([NH:9][CH2:10][CH2:11][CH2:12][CH2:13][C:14]2[CH:19]=[CH:18][C:17]([C:20]3[CH:21]=[CH:22][C:23](=[O:26])[NH:24][N:25]=3)=[CH:16][CH:15]=2)=[O:8])[CH:2]=1.[ClH:27].C(O)C>C(O)C>[ClH:27].[N:1]1[CH:6]=[CH:5][CH:4]=[C:3]([C:7]([NH:9][CH2:10][CH2:11][CH2:12][CH2:13][C:14]2[CH:19]=[CH:18][C:17]([C:20]3[CH:21]=[CH:22][C:23](=[O:26])[NH:24][N:25]=3)=[CH:16][CH:15]=2)=[O:8])[CH:2]=1 |f:1.2,4.5|. Procedure details: In hot ethanol (180 ml) was dissolved 8.9 g of 6-[4-(4-(pyridin-3-ylcarbonylamino)butyl)phenyl]pyridazin-3(2H)-one. A 18 % hydrochloric acid-ethanol solution (10 ml) was added to the solution, and the mixture was left to stand at room temperature. Precipitated crystal was collected by filtration and washed with cold ethanol to obtain 9.3 g of 6-[4-(4-(pyridin-3-ylcarbonylamino)butyl)phenyl]pyridazin-3(2H)-one hydrochloride.